describe an organic reaction: reactants, conditions, products, and yield From a dataset of the Open Reaction Database (ORD), a public repository of structured organic reaction records. Starting materials: C(C1=CC=CC=C1)(=O)C1=NC(=CC=C1[N+](=O)[O-])S (2-benzoyl-3-nitro-6-mercaptopyridine), S(=O)(=O)(OC)OC (dimethyl sulfate). Solvent: [OH-].[Na+] (sodium hydroxide), O (water). The product is C(C1=CC=CC=C1)(=O)C1=NC(=CC=C1[N+](=O)[O-])SC (2-BENZOYL-3-NITRO-6-METHYLMERCAPTO-PYRIDINE). RXN SMILES: [C:1]([C:9]1[C:14]([N+:15]([O-:17])=[O:16])=[CH:13][CH:12]=[C:11]([SH:18])[N:10]=1)(=[O:8])[C:2]1[CH:7]=[CH:6][CH:5]=[CH:4][CH:3]=1.S(OC)(O[CH3:23])(=O)=O>[OH-].[Na+].O>[C:1]([C:9]1[C:14]([N+:15]([O-:17])=[O:16])=[CH:13][CH:12]=[C:11]([S:18][CH3:23])[N:10]=1)(=[O:8])[C:2]1[CH:3]=[CH:4][CH:5]=[CH:6][CH:7]=1 |f:2.3|. Reported procedure: 150 grams of 2-benzoyl-3-nitro-6-mercaptopyridine were dissolved in a solution of 45 grams of sodium hydroxide in 2.5 liters of water and hereto there was added dropwise at 35° C. with stirring 90 ml. of dimethyl sulfate. Then the composition was stirred for one hour at 40° C. After cooling the precipitated crystals were filtered off with suction and recrystallized from 1.8 liters of methanol. The reactants are N1(CCNCC1)C=1C=CC=2N(N1)C(=NN2)C(F)(F)F (6-(piperazin-1-yl)-3-(trifluoromethyl)-[1,2,4]triazolo[4,3-b]pyridazine), C(CCC)OC=1C=C(C=O)C=CC1 (3-butoxybenzaldehyde). The product is C(CCC)OC=1C=C(C=CC1)CN1CCN(CC1)C=1C=CC=2N(N1)C(=NN2)C(F)(F)F (6-[4-[(3-butoxyphenyl)methyl]piperazin-1-yl]-3-(trifluoromethyl)-[1,2,4]triazolo[4,3-b]pyridazine). As a reaction SMILES: [N:1]1([C:7]2[CH:8]=[CH:9][C:10]3[N:11]([C:13]([C:16]([F:19])([F:18])[F:17])=[N:14][N:15]=3)[N:12]=2)[CH2:6][CH2:5][NH:4][CH2:3][CH2:2]1.[CH2:20]([O:24][C:25]1[CH:26]=[C:27]([CH:30]=[CH:31][CH:32]=1)[CH:28]=O)[CH2:21][CH2:22][CH3:23]>>[CH2:20]([O:24][C:25]1[CH:26]=[C:27]([CH2:28][N:4]2[CH2:3][CH2:2][N:1]([C:7]3[CH:8]=[CH:9][C:10]4[N:11]([C:13]([C:16]([F:17])([F:18])[F:19])=[N:14][N:15]=4)[N:12]=3)[CH2:6][CH2:5]2)[CH:30]=[CH:31][CH:32]=1)[CH2:21][CH2:22][CH3:23]. Procedure details: Reductive amination of 6-(piperazin-1-yl)-3-(trifluoromethyl)-[1,2,4]triazolo[4,3-b]pyridazine with 3-butoxybenzaldehyde was carried out according to General Synthetic Method 7. The crude product was purified by hplc using a Waters XBridge Prep C18 OBD column, 5μ silica, 30 mm diameter, 100 mm length eluted with decreasingly polar mixtures of water (containing 0.1% aqueous ammonia) and acetonitrile as eluents to give 6-[4-[(3-butoxyphenyl)methyl]piperazin-1-yl]-3-(trifluoromethyl)-[1,2,4]triazol... The reactants are CC(C)C=1C=C(C=CC1)OC1=CC=C(C=N1)NC([C@H](N)C)=O (N1-(6-{[3-(1-methylethyl)phenyl]oxy}-3-pyridinyl)-D-alaninamide), CC1=C(C=C(C=C1)C)OC1=CC=C(C=N1)NC([C@H](N)C)=O (N1-{6-[(2,5-dimethylphenyl)oxy]-3-pyridinyl}-D-alaninamide), CC1=C(C=C(C=C1)C)OC1=CC=C(C=N1)NC([C@H](N)C)=O (N1-{6-[(2,5-dimethylphenyl)oxy]-3-pyridinyl}-D-alaninamide). The product is CC1=C(C=C(C=C1)C)OC1=CC=C(C=N1)N1C(N[C@@H](C1=O)C)=O ((5R)-3-{6-[(2,5-dimethylphenyl)oxy]-3-pyridinyl}-5-methyl-2,4-imidazolidinedione). As a reaction SMILES: CC(C1C=[C:6]([O:10]C2N=CC(NC(=O)[C@@H](C)N)=CC=2)C=CC=1)C.[CH3:23][C:24]1[CH:29]=[CH:28][C:27]([CH3:30])=[CH:26][C:25]=1[O:31][C:32]1[N:37]=[CH:36][C:35]([NH:38][C:39](=[O:43])[C@@H:40]([CH3:42])[NH2:41])=[CH:34][CH:33]=1>>[CH3:23][C:24]1[CH:29]=[CH:28][C:27]([CH3:30])=[CH:26][C:25]=1[O:31][C:32]1[N:37]=[CH:36][C:35]([N:38]2[C:39](=[O:43])[C@@H:40]([CH3:42])[NH:41][C:6]2=[O:10])=[CH:34][CH:33]=1. Procedure details: The title compound was made in a similar fashion to the preparation of Example 9 replacing N1-(6-{[3-(1-methylethyl)phenyl]oxy}-3-pyridinyl)-D-alaninamide with N1-{6-[(2,5-dimethylphenyl)oxy]-3-pyridinyl}-D-alaninamide (Intermediate 36, 48 mg) to afford the title compound as a yellow powder (31 mg).